This data is from the Open Reaction Database (ORD), a public repository of structured organic reaction records. The task is: describe an organic reaction: reactants, conditions, products, and yield Starting materials: FC1=C(C(=O)NC=2C(=NNC2)C2=NC3=C(N2)C=C(C(=C3)C(=O)O)OCC)C(=CC=C1)F (2-[4-(2,6-difluoro-benzoylamino)-1H-pyrazol-3-yl]-6-ethoxy-1H-benzimidazole-5-carboxylic acid), N1CCOCC1 (morpholine), C(CCl)Cl (EDC), C=1C=CC2=C(C1)N=NN2O (HOBt). The solvent is CN(C)C=O (DMF). Run at time 48 hour. Yields the product C(C)OC=1C(=CC2=C(NC(=N2)C2=NNC=C2NC(C2=C(C=CC=C2F)F)=O)C1)C(=O)N1CCOCC1 (N-{3-[6-ethoxy-5-(morpholine-4-carbonyl)-1H-benzimidazol-2-yl]-1H-pyrazol-4-yl}-2,6-difluoro-benzamide). Isolated yield 48.7%. As a reaction SMILES: [F:1][C:2]1[CH:30]=[CH:29][CH:28]=[C:27]([F:31])[C:3]=1[C:4]([NH:6][C:7]1[C:8]([C:12]2[NH:16][C:15]3[CH:17]=[C:18]([O:24][CH2:25][CH3:26])[C:19]([C:21](O)=[O:22])=[CH:20][C:14]=3[N:13]=2)=[N:9][NH:10][CH:11]=1)=[O:5].[NH:32]1[CH2:37][CH2:36][O:35][CH2:34][CH2:33]1.C(Cl)CCl.C1C=CC2N(O)N=NC=2C=1>CN(C=O)C>[CH2:25]([O:24][C:18]1[C:19]([C:21]([N:32]2[CH2:37][CH2:36][O:35][CH2:34][CH2:33]2)=[O:22])=[CH:20][C:14]2[N:13]=[C:12]([C:8]3[C:7]([NH:6][C:4](=[O:5])[C:3]4[C:2]([F:1])=[CH:30][CH:29]=[CH:28][C:27]=4[F:31])=[CH:11][NH:10][N:9]=3)[NH:16][C:15]=2[CH:17]=1)[CH3:26]. Reported procedure: A mixture of 2-[4-(2,6-difluoro-benzoylamino)-1H-pyrazol-3-yl]-6-ethoxy-1H-benzimidazole-5-carboxylic acid (50 mg, 0.12 mmol), morpholine (13 μl, 0.14 mmol), EDC (29 mg, 0.15 mmol) and HOBt (21 mg, 0.15 mmol) in DMF (5 mL) was stirred at r.t. for 48 h. The reaction mixture was reduced in vacuo and the residue partitioned between ethyl acetate and saturated aqueous sodium bicarbonate solution. The organic layer was washed with brine, dried (MgSO4) and reduced in vacuo to give the title compound (...